Dataset: the Open Reaction Database (ORD), a public repository of structured organic reaction records. Task: describe an organic reaction: reactants, conditions, products, and yield Starting materials: BrCCCBr, O=C([O-])[O-], Cc1ccc(C=C2CCCCC2N)cc1, CCO, [K+], [K+]. Product: Cc1ccc(C=C2CCCCC2N2CCC2)cc1. Reaction SMILES: [Br:16][CH2:17][CH2:18][CH2:19][Br:20].[C:21](=[O:22])([O-:23])[O-:24].[CH3:1][c:2]1[cH:3][cH:4][c:5]([CH:8]=[C:9]2[CH:10]([NH2:15])[CH2:11][CH2:12][CH2:13][CH2:14]2)[cH:6][cH:7]1.[CH3:27][CH2:28][OH:29].[K+:25].[K+:26]>>[CH3:1][c:2]1[cH:3][cH:4][c:5]([CH:8]=[C:9]2[CH:10]([N:15]3[CH2:17][CH2:18][CH2:19]3)[CH2:11][CH2:12][CH2:13][CH2:14]2)[cH:6][cH:7]1. The reactants are C=C(CC=C(C)CCC=C(C)C)CCC(C)(C)C=CCCC(C)=CCOC(COCc1ccc(OC)c(OC)c1)C(=O)OC, N#CC1=C(C#N)C(=O)C(Cl)=C(Cl)C1=O, ClCCl, [Na+], O=C([O-])O, O=P([O-])([O-])[O-]. The product is C=C(CC=C(C)CCC=C(C)C)CCC(C)(C)C=CCCC(C)=CCOC(CO)C(=O)OC. RXN SMILES: [CH3:1][O:2][c:3]1[cH:4][c:5]([CH2:44][O:7][CH2:8][CH:9]([C:10](=[O:11])[O:12][CH3:13])[O:14][CH2:15][CH:16]=[C:17]([CH2:18][CH2:19][CH:20]=[CH:21][C:22]([CH2:23][CH2:24][C:25]([CH2:26][CH:27]=[C:28]([CH2:29][CH2:30][CH:31]=[C:32]([CH3:33])[CH3:34])[CH3:35])=[CH2:36])([CH3:37])[CH3:38])[CH3:39])[cH:6][cH:40][c:41]1[O:42][CH3:43].[Cl:45][C:46]1=[C:57]([Cl:58])[C:55](=[O:56])[C:52]([C:53]#[N:54])=[C:49]([C:50]#[N:51])[C:47]1=[O:48].[Cl:64][CH2:65][Cl:66].[Na+:63].[O-:59][C:60]([OH:61])=[O:62].[O-:67][P:68](=[O:69])([O-:70])[O-:71]>>[OH:7][CH2:8][CH:9]([C:10](=[O:11])[O:12][CH3:13])[O:14][CH2:15][CH:16]=[C:17]([CH2:18][CH2:19][CH:20]=[CH:21][C:22]([CH2:23][CH2:24][C:25]([CH2:26][CH:27]=[C:28]([CH2:29][CH2:30][CH:31]=[C:32]([CH3:33])[CH3:34])[CH3:35])=[CH2:36])([CH3:37])[CH3:38])[CH3:39].